From a dataset of the Open Reaction Database (ORD), a public repository of structured organic reaction records. describe an organic reaction: reactants, conditions, products, and yield Starting materials: p-nitrophenyl ester, C(C1=CC=CC=C1)NCC(=O)O (N-benzylglycine), NCCNCCCN (N-(2-aminoethyl)-1,3-propanediamine). Run in C(C)OC(C)=O (ethylacetate). Run at time 1 hour. Yields the product C(C1=CC=CC=C1)NCC(=O)NCCNCCCNC(CNCC1=CC=CC=C1)=O (N-[2-(benzylaminoacetamido)-ethyl]-3-(benzylaminoacetamido)-propylamine). RXN SMILES: [CH2:1]([NH:8][CH2:9][C:10]([OH:12])=O)[C:2]1[CH:7]=[CH:6][CH:5]=[CH:4][CH:3]=1.[NH2:13][CH2:14][CH2:15][NH:16][CH2:17][CH2:18][CH2:19][NH2:20]>C(OC(=O)C)C>[CH2:1]([NH:8][CH2:9][C:10]([NH:13][CH2:14][CH2:15][NH:16][CH2:17][CH2:18][CH2:19][NH:20][C:10](=[O:12])[CH2:9][NH:8][CH2:1][C:2]1[CH:3]=[CH:4][CH:5]=[CH:6][CH:7]=1)=[O:12])[C:2]1[CH:7]=[CH:6][CH:5]=[CH:4][CH:3]=1. Procedure: The p-nitrophenyl ester of N-benzylglycine (2 g) and N-(2-aminoethyl)-1,3-propanediamine (0.18 g) are dissolved in ethylacetate (30 ml). After standing for 1 hour, the mixture is filtered, evaporated and resulting solid triturated with diethyl ether. Recrystallisation of the product from ethanol yields N-[2-(benzylaminoacetamido)-ethyl]-3-(benzylaminoacetamido)-propylamine as a solid, νmax (nujol) 1680, 1630, 1540 cm-1 ; δ(d6DMSO) 1.5 (quintet, 2H), 2.5 (m, 4H), 3.1 (q, 4H), 3.6 (d, 4H), 5.0 (s,... Reactants: NCCCN(S(=O)(=O)C)CC1=CC(=CC=C1)C1=NC(=NC=C1)NCCC1=CC=C(C=C1)O (N-(3-Amino-propyl)-N-(3-{2-[2-(4-hydroxy-phenyl)-ethylamino]-pyrimidin-4-yl}-benzyl)-methanesulfonamide), C1(=CC=CC=C1)S(=O)(=O)Cl (benzenesulfonyl chloride), 596. The product is OC1=CC=C(C=C1)CCNC1=NC=CC(=N1)C=1C=C(CN(CCCNS(=O)(=O)C2=CC=CC=C2)S(=O)(=O)C)C=CC1 (N-{3-[(3-{2-[2-(4-Hydroxy-phenyl)-ethylamino]-pyrimidin-4-yl}-benzyl)-methanesulfonyl-amino]-propyl}-benzenesulfonamide). As a reaction SMILES: [NH2:1][CH2:2][CH2:3][CH2:4][N:5]([CH2:10][C:11]1[CH:16]=[CH:15][CH:14]=[C:13]([C:17]2[CH:22]=[CH:21][N:20]=[C:19]([NH:23][CH2:24][CH2:25][C:26]3[CH:31]=[CH:30][C:29]([OH:32])=[CH:28][CH:27]=3)[N:18]=2)[CH:12]=1)[S:6]([CH3:9])(=[O:8])=[O:7].[C:33]1([S:39](Cl)(=[O:41])=[O:40])[CH:38]=[CH:37][CH:36]=[CH:35][CH:34]=1>>[OH:32][C:29]1[CH:28]=[CH:27][C:26]([CH2:25][CH2:24][NH:23][C:19]2[N:18]=[C:17]([C:13]3[CH:12]=[C:11]([CH:16]=[CH:15][CH:14]=3)[CH2:10][N:5]([S:6]([CH3:9])(=[O:8])=[O:7])[CH2:4][CH2:3][CH2:2][NH:1][S:39]([C:33]3[CH:38]=[CH:37][CH:36]=[CH:35][CH:34]=3)(=[O:41])=[O:40])[CH:22]=[CH:21][N:20]=2)=[CH:31][CH:30]=1. Procedure: Compound 2 was coupled with benzenesulfonyl chloride following procedure D. LC-MS showed the product had the expected M+H+ of 596. 1H NMR (Varian 300 MHz, CD3OD, shifts relative to the solvent peak at 3.3 ppm) δ 8.3 (d, 1H), 8.0 (d, 1H) 7.5 (m, 3H) 7.3 (d, 2H), 7.2 (m, 4H), 6.7 (d, 4H), 4.4 (s, 2H), 4.2 (s, 2H), 3.6 (t, 2H), 3.2 (t, 2H), δ 2.9 (s, 3H), 2.7 (t, 2H), 2.7 (t, 2H), δ 1.6 (m, 2H).